Dataset: the Open Reaction Database (ORD), a public repository of structured organic reaction records. Task: describe an organic reaction: reactants, conditions, products, and yield Starting materials: [Li]CCCC (n-BuLi), C(CCCCCCCCCC)OC=1SC=CC1 (2-undecanoxy-thiophene), C[Sn](C)(C)Cl (trimethylstannyl chloride). The solvent is C1CCOC1 (THF). Run at temperature -78 celsius, time 10 minute. The product is C(CCCCCCCCCC)OC=1SC(=CC1)[Sn](C)(C)C (2-undecanoxy-5-trimethystannylthiophene). Reaction SMILES: [CH2:1]([O:12][C:13]1[S:14][CH:15]=[CH:16][CH:17]=1)[CH2:2][CH2:3][CH2:4][CH2:5][CH2:6][CH2:7][CH2:8][CH2:9][CH2:10][CH3:11].[Li]CCCC.[CH3:23][Sn:24](Cl)([CH3:26])[CH3:25]>C1COCC1>[CH2:1]([O:12][C:13]1[S:14][C:15]([Sn:24]([CH3:26])([CH3:25])[CH3:23])=[CH:16][CH:17]=1)[CH2:2][CH2:3][CH2:4][CH2:5][CH2:6][CH2:7][CH2:8][CH2:9][CH2:10][CH3:11]. Procedure details: A solution of 2-undecanoxy-thiophene (4.23 g, 16.6 mmol) in dry THF (80 mL) was cooled to −78° C., and a solution of n-BuLi (2.5 M, 10 mL, 25.0 mmol) was then added slowly. This mixture was stirred at −78° C. for additional 10 minutes, and then allowed to warm to room temperature and stirred at room temperature for 30 minutes, before it was cooled back to −78° C. A solution of trimethylstannyl chloride (1.0 M, 25 mL, 25.0 mmol) was added slowly. This mixture was stirred at −78° C. for 2 hours, a... Reactants: ClCCC1=C(N=C2N(C1=O)CCS2)C (6-(2-chloroethyl)-2,3-dihydro-7-methyl-5H-thiazolo[3,2-a]pyrimidin-5-one), Cl.FC1=CC=C(C=C1)C(=O)C1CCNCC1 ((4-fluorophenyl) (4-piperidinyl)methanone hydrochloride), C([O-])([O-])=O.[Na+].[Na+] (sodium carbonate), CC(CC(C)=O)C (4-methyl-2-pentanone). The solvent is O (water). Product: FC1=CC=C(C(=O)C2CCN(CC2)CCC2=C(N=C3N(C2=O)CCS3)C)C=C1 (6-[2-[4-(4-fluorobenzoyl)-1-piperidinyl]ethyl]-2,3-dihydro-7-methyl-5H-thiazolo[3,2-a]pyrimidin-5-one). As a reaction SMILES: Cl[CH2:2][CH2:3][C:4]1[C:9](=[O:10])[N:8]2[CH2:11][CH2:12][S:13][C:7]2=[N:6][C:5]=1[CH3:14].Cl.[F:16][C:17]1[CH:22]=[CH:21][C:20]([C:23]([CH:25]2[CH2:30][CH2:29][NH:28][CH2:27][CH2:26]2)=[O:24])=[CH:19][CH:18]=1.C(=O)([O-])[O-].[Na+].[Na+].CC(C)CC(=O)C>O>[F:16][C:17]1[CH:18]=[CH:19][C:20]([C:23]([CH:25]2[CH2:30][CH2:29][N:28]([CH2:2][CH2:3][C:4]3[C:9](=[O:10])[N:8]4[CH2:11][CH2:12][S:13][C:7]4=[N:6][C:5]=3[CH3:14])[CH2:27][CH2:26]2)=[O:24])=[CH:21][CH:22]=1 |f:1.2,3.4.5|. Reported procedure: A mixture of 3.3 parts of 6-(2-chloroethyl)-2,3-dihydro-7-methyl-5H-thiazolo[3,2-a]pyrimidin-5-one, 3 parts of (4-fluorophenyl) (4-piperidinyl)methanone hydrochloride, 8 parts of sodium carbonate and 120 parts of 4-methyl-2-pentanone was stirred and refluxed for 20 hours using a water-separator. The reaction mixture was filtered hot over Hyflo and the filter-cake was washed with trichloromethane. The filtrate was evaporated. The residue was purified by column-chromatography over silica gel using... Reactants: COC(CCCCOC1=CC=C(C=C1)C1=CC=CC=C1)=O (5-(4-phenylphenoxy)pentanoic acid methyl ester), N (NH3), COC(CCCCOC1=CC(=CC=C1)C1=CC=CC=C1)=O (5-(3-phenylphenoxy)pentanoic acid methyl ester), [K+].[Br-] (KBr). The solvent is O (H2O). The product is C1(=CC=CC=C1)C1=CC=C(OCCCCC(=O)NO)C=C1 (5-[4-phenylphenoxy]pentanohydroxamic acid). RXN SMILES: C[O:2][C:3](=O)[CH2:4][CH2:5][CH2:6][CH2:7][O:8][C:9]1[CH:14]=[CH:13][C:12]([C:15]2[CH:20]=[CH:19][CH:18]=[CH:17][CH:16]=2)=[CH:11][CH:10]=1.C[O:23]C(=O)CCCCOC1C=CC=C(C2C=CC=CC=2)C=1.[K+].[Br-].[NH3:45]>O>[C:15]1([C:12]2[CH:13]=[CH:14][C:9]([O:8][CH2:7][CH2:6][CH2:5][CH2:4][C:3]([NH:45][OH:23])=[O:2])=[CH:10][CH:11]=2)[CH:16]=[CH:17][CH:18]=[CH:19][CH:20]=1 |f:2.3|. Reported procedure: The desired compound was prepared according to the method of Example 18, steps 2 and 3, except substituting 5-(4-phenylphenoxy)pentanoic acid methyl ester, prepared as in step 1, for 5-(3-phenylphenoxy)pentanoic acid methyl ester. mp 151.5°-153.5° C. 1H NMR(DMSO-d6) δ 10.36 (S, 1H), 8.66 (d, 1H, J=1.5 Hz), 7.65-7.55 (c, 4H), 7.46-7.39 (c, 2H), 7.34-7.26 (c, 2H), 4.00 (t, 2H, J=6 Hz), 2.03 (t, 2H, J=6 Hz), 1.80-1.58 (c, 4H). IR (KBr) 3200, 3040, 2920, 2860, 1660, 1640, 1620, 1610, 1520, 1490, 147...